This data is from the Open Reaction Database (ORD), a public repository of structured organic reaction records. The task is: describe an organic reaction: reactants, conditions, products, and yield Reactants: BrCCCCCCCCCCCCC (1-bromotridecane), C1(=CC=CC=C1)P(C1=CC=CC=C1)C1=CC=CC=C1 (triphenyl phosphine). Solvent: xylenes, C(C)OCC (diethyl ether). Reaction conditions: time 8 hour. Product: [Br-].C(CCCCCCCCCCCC)[P+](C1=CC=CC=C1)(C1=CC=CC=C1)C1=CC=CC=C1 (Tridecyl triphenyl phosphonium bromide). RXN SMILES: [Br:1][CH2:2][CH2:3][CH2:4][CH2:5][CH2:6][CH2:7][CH2:8][CH2:9][CH2:10][CH2:11][CH2:12][CH2:13][CH3:14].[C:15]1([P:21]([C:28]2[CH:33]=[CH:32][CH:31]=[CH:30][CH:29]=2)[C:22]2[CH:27]=[CH:26][CH:25]=[CH:24][CH:23]=2)[CH:20]=[CH:19][CH:18]=[CH:17][CH:16]=1>C(OCC)C>[Br-:1].[CH2:2]([P+:21]([C:22]1[CH:23]=[CH:24][CH:25]=[CH:26][CH:27]=1)([C:28]1[CH:33]=[CH:32][CH:31]=[CH:30][CH:29]=1)[C:15]1[CH:16]=[CH:17][CH:18]=[CH:19][CH:20]=1)[CH2:3][CH2:4][CH2:5][CH2:6][CH2:7][CH2:8][CH2:9][CH2:10][CH2:11][CH2:12][CH2:13][CH3:14] |f:3.4|. Procedure details: A solution of 1-bromotridecane (100 g, 0.4 mol) and triphenyl phosphine (100 g, 0.4 mol) in 500 ml of xylenes was refluxed overnight. The reaction mixture was then cooled to room temperature and poured into diethyl ether. The resulting oil was washed three times with ether, dissolved in methylene chloride and then concentrated in vacuo. The oil was left standing in diethyl ether at 0° C. overnight and then concentrated in vacuo to give a white solid. The reactants are Cl.ClCCN(CC1=CC=CC=C1)CCCl (bis-(2-chloro-ethyl)-benzyl amine hydrochloride), C1COCCOCCOCCOCCOCCO1 (18-Crown-6), C(=O)([O-])[O-].[K+].[K+] (K2CO3), C(C)OC(CS(=O)(=O)C1=CC=C(C=C1)OCC1=CC=CC=C1)=O ((4- benzyloxy-phenylsulfonyl)-acetic acid ethyl ester). Run in CC(=O)C (acetone). Product: C(C)OC(=O)C1(CCN(CC1)CC1=CC=CC=C1)S(=O)(=O)C1=CC=C(C=C1)OCC1=CC=CC=C1 (4-(4-Benzyloxy-benzenesulfonyl)-1-benzyl-piperidine-4-carboxylic acid ethyl ester). RXN SMILES: Cl.Cl[CH2:3][CH2:4][N:5]([CH2:13][CH2:14]Cl)[CH2:6][C:7]1[CH:12]=[CH:11][CH:10]=[CH:9][CH:8]=1.C1OCCOCCOCCOCCOCCOC1.C([O-])([O-])=O.[K+].[K+].[CH2:40]([O:42][C:43](=[O:62])[CH2:44][S:45]([C:48]1[CH:53]=[CH:52][C:51]([O:54][CH2:55][C:56]2[CH:61]=[CH:60][CH:59]=[CH:58][CH:57]=2)=[CH:50][CH:49]=1)(=[O:47])=[O:46])[CH3:41]>CC(C)=O>[CH2:40]([O:42][C:43]([C:44]1([S:45]([C:48]2[CH:53]=[CH:52][C:51]([O:54][CH2:55][C:56]3[CH:61]=[CH:60][CH:59]=[CH:58][CH:57]=3)=[CH:50][CH:49]=2)(=[O:47])=[O:46])[CH2:14][CH2:13][N:5]([CH2:6][C:7]2[CH:12]=[CH:11][CH:10]=[CH:9][CH:8]=2)[CH2:4][CH2:3]1)=[O:62])[CH3:41] |f:0.1,3.4.5|. Procedure details: To a stirred solution of bis-(2-chloro-ethyl)-benzyl amine hydrochloride (6.6 g, 24.7 mmol), 18-Crown-6 (500 mg), and anhydrous K2CO3 (30 gm, excess) in dry acetone (250 ml), (4- benzyloxy-phenylsulfonyl)-acetic acid ethyl ester (8.01 gm, 24 mmol) was added in a round bottom flask and the reaction mLxture was heated at reflux for 16 hours with good stirring. At the end, the reaction mixture was allowed to cool and the potassium salts were filtered off and the reaction mixture was concentrated. T... Reactants: COC([C@@H](N)CC1=CC=C(C=C1)NC(=O)C1=C(C=CC=C1Cl)Cl)=O (4-[[(2,6-dichlorophenyl)carbonyl]amino]-L-phenylalanine methyl ester), CS(=O)(=O)C1=C(C(=O)O)C=CC=C1 (2-methylsulfonylbenzoic acid). Product: COC([C@@H](NC(=O)C1=C(C=CC=C1)S(=O)(=O)C)CC1=CC=C(C=C1)NC(=O)C1=C(C=CC=C1Cl)Cl)=O (4-[[(2,6-Dichlorophenyl)carbonyl]amino]-N-[(2-methylsulfonylphenyl)carbonyl]-L-phenylalanine methyl ester). The yield is 99.0%. RXN SMILES: [CH3:1][O:2][C:3](=[O:24])[C@H:4]([CH2:6][C:7]1[CH:12]=[CH:11][C:10]([NH:13][C:14]([C:16]2[C:21]([Cl:22])=[CH:20][CH:19]=[CH:18][C:17]=2[Cl:23])=[O:15])=[CH:9][CH:8]=1)[NH2:5].[CH3:25][S:26]([C:29]1[CH:37]=[CH:36][CH:35]=[CH:34][C:30]=1[C:31](O)=[O:32])(=[O:28])=[O:27]>>[CH3:1][O:2][C:3](=[O:24])[C@H:4]([CH2:6][C:7]1[CH:8]=[CH:9][C:10]([NH:13][C:14]([C:16]2[C:21]([Cl:22])=[CH:20][CH:19]=[CH:18][C:17]=2[Cl:23])=[O:15])=[CH:11][CH:12]=1)[NH:5][C:31]([C:30]1[CH:34]=[CH:35][CH:36]=[CH:37][C:29]=1[S:26]([CH3:25])(=[O:28])=[O:27])=[O:32]. Procedure details: 4-[[(2,6-Dichlorophenyl)carbonyl]amino]-N-[(2-methylsulfonylphenyl)carbonyl]-L-phenylalanine methyl ester was prepared in 99% yield from 4-[[(2,6-dichlorophenyl)carbonyl]amino]-L-phenylalanine methyl ester and 2-methylsulfonylbenzoic acid using the general procedure described in example, LR MS: 548 (M+). Starting materials: ClCCCl, CCOC(C)=O, CCN(C(C)C)C(C)C, CC(C)(C)OC(=O)C1CC2(CN(c3ccccc3)C(=O)O2)CN1C(=O)C(N)C(C)(C)C, NCCc1c[nH]cn1, CN(C)C=O, On1nnc2ccccc21, O=C(O)CC1CCCCC1. The product is CC(C)(C)OC(=O)C1CC2(CN(c3ccccc3)C(=O)O2)CN1C(=O)C(NC(=O)CC1CCCCC1)C(C)(C)C. As a reaction SMILES: [CH2:11]([Cl:12])[CH2:13][Cl:14].[CH3:78][CH2:79][O:80][C:81](=[O:82])[CH3:83].[CH:56]([N:57]([CH2:58][CH3:59])[CH:60]([CH3:61])[CH3:62])([CH3:63])[CH3:64].[NH2:25][CH:26]([C:27](=[O:28])[N:29]1[CH2:30][C:31]2([CH2:32][N:33]([c:37]3[cH:38][cH:39][cH:40][cH:41][cH:42]3)[C:34](=[O:36])[O:35]2)[CH2:43][CH:44]1[C:45](=[O:46])[O:47][C:48]([CH3:49])([CH3:50])[CH3:51])[C:52]([CH3:53])([CH3:54])[CH3:55].[NH2:65][CH2:66][CH2:67][c:68]1[n:69][cH:70][nH:71][cH:72]1.[O:73]=[CH:74][N:75]([CH3:76])[CH3:77].[OH:15][n:16]1[c:17]2[c:18]([cH:19][cH:20][cH:21][cH:22]2)[n:23][n:24]1.[OH:1][C:2](=[O:3])[CH2:4][CH:5]1[CH2:6][CH2:7][CH2:8][CH2:9][CH2:10]1>>[C:2](=[O:3])([CH2:4][CH:5]1[CH2:6][CH2:7][CH2:8][CH2:9][CH2:10]1)[NH:25][CH:26]([C:27](=[O:28])[N:29]1[CH2:30][C:31]2([CH2:32][N:33]([c:37]3[cH:38][cH:39][cH:40][cH:41][cH:42]3)[C:34](=[O:36])[O:35]2)[CH2:43][CH:44]1[C:45](=[O:46])[O:47][C:48]([CH3:49])([CH3:50])[CH3:51])[C:52]([CH3:53])([CH3:54])[CH3:55]. Starting materials: C1(\C=C/C(=O)O1)=O (maleic anhydride), O1C(COCC1)CO (1,4-dioxanemethanol), C1=CC=CC=C1 (benzene). Product: C(\C=C/C(=O)O)(=O)O.O1C(COCC1)CO.O1C(COCC1)CO (bis-1,4-dioxanemethanol maleate). Isolated yield 82.0%. Reaction SMILES: [C:1]1(=[O:7])[O:6][C:4](=[O:5])[CH:3]=[CH:2]1.[O:8]1[CH2:13][CH2:12][O:11][CH2:10][CH:9]1[CH2:14][OH:15].C1C=CC=CC=1>>[C:1]([OH:6])(=[O:7])/[CH:2]=[CH:3]\[C:4]([OH:8])=[O:5].[O:8]1[CH2:13][CH2:12][O:11][CH2:10][CH:9]1[CH2:14][OH:15].[O:8]1[CH2:13][CH2:12][O:11][CH2:10][CH:9]1[CH2:14][OH:15] |f:3.4.5|. Reported procedure: Following the procedure of Example 2, a mixture of 98 grams (1 mole) of maleic anhydride, 354 grams (3.0 moles) of 1,4-dioxanemethanol and 50 milliliters of benzene affords an 82 percent yield of bis-1,4-dioxanemethanol maleate. Reactants: O=C1CCC(=O)N1Br, COc1ccc(C(=O)c2c(C)n(C(C)=O)c(=O)n2C(C)=O)cc1, O=C(OOC(=O)c1ccccc1)c1ccccc1, ClC(Cl)(Cl)Cl. The product is COc1ccc(C(=O)c2c(CBr)n(C(C)=O)c(=O)n2C(C)=O)cc1. RXN SMILES: [Br:24][N:25]1[C:26](=[O:27])[CH2:28][CH2:29][C:30]1=[O:31].[C:1]([CH3:2])(=[O:3])[n:4]1[c:5](=[O:23])[n:6]([C:20]([CH3:21])=[O:22])[c:7]([C:10]([c:11]2[cH:12][cH:13][c:14]([O:17][CH3:18])[cH:15][cH:16]2)=[O:19])[c:8]1[CH3:9].[C:32]([O:33][O:34][C:35](=[O:36])[c:37]1[cH:38][cH:39][cH:40][cH:41][cH:42]1)(=[O:43])[c:44]1[cH:45][cH:46][cH:47][cH:48][cH:49]1.[C:50]([Cl:51])([Cl:52])([Cl:53])[Cl:54]>>[C:1]([CH3:2])(=[O:3])[n:4]1[c:5](=[O:23])[n:6]([C:20]([CH3:21])=[O:22])[c:7]([C:10]([c:11]2[cH:12][cH:13][c:14]([O:17][CH3:18])[cH:15][cH:16]2)=[O:19])[c:8]1[CH2:9][Br:24].